This data is from the Open Reaction Database (ORD), a public repository of structured organic reaction records. The task is: describe an organic reaction: reactants, conditions, products, and yield Starting materials: C(C1=CC=CC=C1)(=O)Cl (benzoyl chloride), [OH-].[Na+] (sodium hydroxide), Cl.C(C)(C)(C)NN (t-butylhydrazine hydrochloride), aqueous solution, [OH-].[Na+] (sodium hydroxide). Run at temperature 5 celsius, time 15 minute. Product: C(C)(C)(C)NNC(C1=CC=CC=C1)=O (N'-t-butyl-N-benzoylhydrazine). Procedure: To a stirred suspension of t-butylhydrazine hydrochloride (1 g, 0.008 M) in toluene (30 ml) at room temperature was added dropwise a 50% aqueous solution of sodium hydroxide (0.64 g, 0.008M). After 15 minutes, the reaction mixture was cooled to 5° C. and a solution of benzoyl chloride (1.12 g, 0.008M) in toluene (5 ml) and a solution of aqueous 50% sodium hydroxide (0.64 g, 0.008M) were added dropwise and simultaneously from separate addition funnels while maintaining the temperature at or below... Reaction SMILES: Cl.[C:2]([NH:6][NH2:7])([CH3:5])([CH3:4])[CH3:3].[OH-].[Na+].[C:10](Cl)(=[O:17])[C:11]1[CH:16]=[CH:15][CH:14]=[CH:13][CH:12]=1>C1(C)C=CC=CC=1>[C:2]([NH:6][NH:7][C:10](=[O:17])[C:11]1[CH:16]=[CH:15][CH:14]=[CH:13][CH:12]=1)([CH3:5])([CH3:4])[CH3:3] |f:0.1,2.3|. Run in C1(=CC=CC=C1)C (toluene), C1(=CC=CC=C1)C (toluene). The reactants are ClCCCBr, O=C([O-])[O-], CC#N, [Cs+], [Cs+], N#Cc1ccc(O)cc1. RXN SMILES: [Br:10][CH2:11][CH2:12][CH2:13][Cl:14].[C:15](=[O:16])([O-:17])[O-:18].[CH3:21][C:22]#[N:23].[Cs+:19].[Cs+:20].[OH:1][c:2]1[cH:3][cH:4][c:5]([C:8]#[N:9])[cH:6][cH:7]1>>[O:1]([c:2]1[cH:3][cH:4][c:5]([C:8]#[N:9])[cH:6][cH:7]1)[CH2:11][CH2:12][CH2:13][Cl:14]. Product: N#Cc1ccc(OCCCCl)cc1. The reactants are C1(=CC=C(C=C1)C(CN1[C@H](C(=O)O)CCC1)=O)C1=CC=CC=C1 (N-[2-(biphenyl-4-yl)-2-oxoethyl] L-proline), C(C)N1CCOCC1 (N-ethylmorpholine), solution, 1-n-propylphosphonic acid cyclic anhydride, ClCCl (dichloromethane), C(C1=CC=CC=C1)NC([C@@H](N)CC1=CC=CC=C1)=O (phenylalanine benzylamide). Solvent: C(C)#N (acetonitrile). Product: C1(=CC=C(C=C1)C(CN1[C@H](C(=O)N(C([C@@H](N)CC2=CC=CC=C2)=O)CC2=CC=CC=C2)CCC1)=O)C1=CC=CC=C1 (L-phenylalanine, N-[1-(2-(biphenyl-4-yl)-2-oxoethyl)-L-prolyl] benzylamide). Isolated yield 13.7%. As a reaction SMILES: [C:1]1([C:18]2[CH:23]=[CH:22][CH:21]=[CH:20][CH:19]=2)[CH:6]=[CH:5][C:4]([C:7](=[O:17])[CH2:8][N:9]2[CH2:16][CH2:15][CH2:14][C@H:10]2[C:11]([OH:13])=O)=[CH:3][CH:2]=1.C(N1CCOCC1)C.ClCCl.[CH2:35]([NH:42][C:43](=[O:53])[C@H:44]([CH2:46][C:47]1[CH:52]=[CH:51][CH:50]=[CH:49][CH:48]=1)[NH2:45])[C:36]1[CH:41]=[CH:40][CH:39]=[CH:38][CH:37]=1>C(#N)C>[C:1]1([C:18]2[CH:19]=[CH:20][CH:21]=[CH:22][CH:23]=2)[CH:2]=[CH:3][C:4]([C:7](=[O:17])[CH2:8][N:9]2[CH2:16][CH2:15][CH2:14][C@H:10]2[C:11]([N:42]([CH2:35][C:36]2[CH:41]=[CH:40][CH:39]=[CH:38][CH:37]=2)[C:43](=[O:53])[C@H:44]([CH2:46][C:47]2[CH:52]=[CH:51][CH:50]=[CH:49][CH:48]=2)[NH2:45])=[O:13])=[CH:5][CH:6]=1. Reported procedure: A solution of N-[2-(biphenyl-4-yl)-2-oxoethyl] L-proline (51 mg, 0.16 mmol, 1.0 eq), N-ethylmorpholine (125 uL, 0.98 mmol, 6 eq) in acetonitrile (0.5 mL) was cooled to 0° C. and treated with a 50% solution of 1-n-propylphosphonic acid cyclic anhydride in dichloromethane (170 uL, 0.27 mmol, 1.6 eq) followed by phenylalanine benzylamide (49 mg, 0.19 mmol, 3.1 eq). Purification by HPLC provided 12 mg (14%) of L-phenylalanine, N-[1-(2-(biphenyl-4-yl)-2-oxoethyl)-L-prolyl] benzylamide.